The task is: describe an organic reaction: reactants, conditions, products, and yield. This data is from the Open Reaction Database (ORD), a public repository of structured organic reaction records. Starting materials: CO, N#Cc1ccc2c(c1)C1CCCN(C(=O)C(F)(F)F)C1C2, [Na+], [OH-]. The product is N#Cc1ccc2c(c1)C1CCCNC1C2. As a reaction SMILES: [CH3:24][OH:25].[F:1][C:2]([F:3])([F:4])[C:20]([N:5]1[CH:6]2[CH:7]([CH2:8][CH2:9][CH2:10]1)[c:11]1[cH:12][c:13]([C:18]#[N:19])[cH:14][cH:15][c:16]1[CH2:17]2)=[O:21].[Na+:23].[OH-:22]>>[NH:5]1[CH:6]2[CH:7]([CH2:8][CH2:9][CH2:10]1)[c:11]1[cH:12][c:13]([C:18]#[N:19])[cH:14][cH:15][c:16]1[CH2:17]2. The reactants are O=C([O-])O, CCOC(C)=O, [Na+], O=[N+]([O-])c1cnc2[nH]nc(-n3ccnc3)c2c1. Yields the product Nc1cnc2[nH]nc(-n3ccnc3)c2c1. As a reaction SMILES: [C:18](=[O:19])([OH:20])[O-:21].[CH3:23][CH2:24][O:25][C:26](=[O:27])[CH3:28].[Na+:22].[n:1]1(-[c:6]2[n:7][nH:8][c:9]3[n:10][cH:11][c:12]([N+:15]([O-:16])=[O:17])[cH:13][c:14]23)[cH:2][n:3][cH:4][cH:5]1>>[n:1]1(-[c:6]2[n:7][nH:8][c:9]3[n:10][cH:11][c:12]([NH2:15])[cH:13][c:14]23)[cH:2][n:3][cH:4][cH:5]1. Starting materials: rust, N1=CC=CC=C1 (Pyridine), amine, FC1=C(C=CC(=C1)[N+](=O)[O-])N1CC2CC2C1 (3-(2-fluoro-4-nitro-phenyl)-3-aza-bicyclo[3.1.0]hexane), [Cl-].[NH4+] (ammonium chloride), ClC(=O)OCC1=CC=CC=C1 (benzyl chloroformate). The reagents and catalysts are [Fe] (Iron). Run in ClCCl (dichloromethane), ClCCl (dichloromethane), C(C)O.O (ethanol H2O). Reaction conditions: temperature 0 celsius, time 30 minute. Yields the product C(C1=CC=CC=C1)OC(NC1=CC(=C(C=C1)N1CC2CC2C1)F)=O ([4-(3-aza-bicyclo[3.1.0]hex-3-yl)-3-fluoro-phenyl]-carbamic acid benzyl ester). Reaction SMILES: [F:1][C:2]1[CH:7]=[C:6]([N+:8]([O-])=O)[CH:5]=[CH:4][C:3]=1[N:11]1[CH2:16][CH:15]2[CH:13]([CH2:14]2)[CH2:12]1.[Cl-].[NH4+].N1C=CC=CC=1.Cl[C:26]([O:28][CH2:29][C:30]1[CH:35]=[CH:34][CH:33]=[CH:32][CH:31]=1)=[O:27]>C(O)C.O.ClCCl.[Fe]>[CH2:29]([O:28][C:26](=[O:27])[NH:8][C:6]1[CH:5]=[CH:4][C:3]([N:11]2[CH2:16][CH:15]3[CH:13]([CH2:14]3)[CH2:12]2)=[C:2]([F:1])[CH:7]=1)[C:30]1[CH:35]=[CH:34][CH:33]=[CH:32][CH:31]=1 |f:1.2,5.6|. Procedure details: Iron metal (0.168 g, 3.15 mmol) was added in five portions over 1 h to a refluxing solution of 3-(2-fluoro-4-nitro-phenyl)-3-aza-bicyclo[3.1.0]hexane (0.233 g, 1.05 mmol) and ammonium chloride (0.566 g, 10.5 mmol) in 7.5 mL of 2:1 ethanol-H2O. The rust colored mixture was refluxed for another 30 min and then cooled and filtered to remove iron oxide. H2O was added to the filtrate and the mixture concentrated to remove ethanol. The resulting aqueous solution was extracted with three 20 mL portions... Solvent: O (water), C(C)#N (acetonitrile). Procedure: A 25-mL round-bottomed flask equipped with a reflux condenser was charged with {3-[(acetoxy)methyl]-2-{4,4-dimethyl-9-oxo-1,10-diazatricyclo[6.4.0.02,6]dodeca-2(6),7-dien-10-yl}pyridin-4-yl}boronic acid 199e (198 mg, 0.50 mmol), 296f (190 mg, 0.50 mmol), K3PO4 (212 mg, 1.0 mmol), sodium acetate (82 mg, 1.0 mmol), Pd(dppf)Cl2 (21 mg, 0.025 mmol), acetonitrile (8 mL), and water (0.5 mL). The system was subjected to three cycles of vacuum/nitrogen flush and heated at 100° C. under N2 protection for... Starting materials: C(C)(=O)OCC=1C(=NC=CC1B(O)O)N1C(C2=CC=3CC(CC3N2CC1)(C)C)=O ({3-[(Acetyloxy)methyl]-2-{4,4-dimethyl-9-oxo-1,10-diazatricyclo[6.4.0.02,6]dodeca-2(6),7-dien-10-yl}pyridin-4-yl}boronic Acid), BrC=1C=C(C(N(C1)C)=O)NC1=NN2C(CN(CC2)CCOC)=C1 (5-Bromo-3-(5-(2-methoxyethyl)-4,5,6,7-tetrahydropyrazolo[1,5-a]pyrazin-2-ylamino)-1-methylpyridin-2(1H)-one), [O-]P(=O)([O-])[O-].[K+].[K+].[K+] (K3PO4), C(C)(=O)[O-].[Na+] (sodium acetate). Reaction SMILES: [C:1]([O:4][CH2:5][C:6]1[C:7]([N:15]2[CH2:26][CH2:25][N:24]3[C:17](=[CH:18][C:19]4[CH2:20][C:21]([CH3:28])([CH3:27])[CH2:22][C:23]=43)[C:16]2=[O:29])=[N:8][CH:9]=[CH:10][C:11]=1B(O)O)(=[O:3])[CH3:2].Br[C:31]1[CH:32]=[C:33]([NH:39][C:40]2[CH:52]=[C:43]3[CH2:44][N:45]([CH2:48][CH2:49][O:50][CH3:51])[CH2:46][CH2:47][N:42]3[N:41]=2)[C:34](=[O:38])[N:35]([CH3:37])[CH:36]=1.[O-]P([O-])([O-])=O.[K+].[K+].[K+].C([O-])(=O)C.[Na+]>C1C=CC(P(C2C=CC=CC=2)[C-]2C=CC=C2)=CC=1.C1C=CC(P(C2C=CC=CC=2)[C-]2C=CC=C2)=CC=1.Cl[Pd]Cl.[Fe+2].O.C(#N)C>[C:1]([O:4][CH2:5][C:6]1[C:7]([N:15]2[CH2:26][CH2:25][N:24]3[C:17](=[CH:18][C:19]4[CH2:20][C:21]([CH3:28])([CH3:27])[CH2:22][C:23]=43)[C:16]2=[O:29])=[N:8][CH:9]=[CH:10][C:11]=1[C:31]1[CH:32]=[C:33]([NH:39][C:40]2[CH:52]=[C:43]3[CH2:44][N:45]([CH2:48][CH2:49][O:50][CH3:51])[CH2:46][CH2:47][N:42]3[N:41]=2)[C:34](=[O:38])[N:35]([CH3:37])[CH:36]=1)(=[O:3])[CH3:2] |f:2.3.4.5,6.7,8.9.10.11|. Yields the product C(C)(=O)OCC=1C(=NC=CC1C1=CN(C(C(=C1)NC1=NN2C(CN(CC2)CCOC)=C1)=O)C)N1C(C2=CC=3CC(CC3N2CC1)(C)C)=O ((2-{4,4-Dimethyl-9-oxo-1,10-diazatricyclo[6.4.0.02,6]dodeca-2(6),7-dien-10-yl}-4-(5-{[5-(2-methoxyethyl)-4H,5H,6H,7H-pyrazolo[1,5-a]pyrazin-2-yl]amino}-1-methyl-6-oxo-1,6-dihydropyridin-3-yl)pyridin-3-yl)methyl Acetate). The reagents and catalysts are C1=CC=C(C=C1)P([C-]2C=CC=C2)C3=CC=CC=C3.C1=CC=C(C=C1)P([C-]2C=CC=C2)C3=CC=CC=C3.Cl[Pd]Cl.[Fe+2] (Pd(dppf)Cl2). Conditions: temperature 100 celsius. Isolated yield 49.8%. Starting materials: S(=O)(Cl)Cl (Thionyl cloride), FC(COC1=C(C(=O)O)C(=CC=C1)OCC(F)(F)F)(F)F (2,6-di(2,2,2-trifluoroethoxy)benzoic acid), 95, NN (hydrazine). Reagents/catalysts: CN(C=O)C (dimethyl formamide). The solvent is C(C)O (ethanol). Conditions: time 8 hour. The product is FC(COC1=C(C(=O)NN)C(=CC=C1)OCC(F)(F)F)(F)F (2,6-di-(2,2,2-trifluoroethoxy)benzoic acid hydrazide). Reaction SMILES: S(Cl)(Cl)=O.[F:5][C:6]([F:25])([F:24])[CH2:7][O:8][C:9]1[CH:17]=[CH:16][CH:15]=[C:14]([O:18][CH2:19][C:20]([F:23])([F:22])[F:21])[C:10]=1[C:11](O)=[O:12].[NH2:26][NH2:27]>CN(C)C=O.C(O)C>[F:5][C:6]([F:25])([F:24])[CH2:7][O:8][C:9]1[CH:17]=[CH:16][CH:15]=[C:14]([O:18][CH2:19][C:20]([F:23])([F:22])[F:21])[C:10]=1[C:11]([NH:26][NH2:27])=[O:12]. Procedure details: Thionyl cloride (11.9 g., 100 mmole), 2,6-di(2,2,2-trifluoroethoxy)benzoic acid (2.0 g., 6.3 mmole) and two drops of dimethyl formamide are heated to reflux temperature and maintained at reflux for 4 hours. Unreacted thionyl chloride is removed by distillation on a steam bath at water aspirator pressure. The residue is dissolved in dry tetrahydrofuran and added dropwise to a solution of 95 per cent hydrazine (3.2 g., 100 mmole) in ethanol (15 ml.). The mixture is allowed to sit overnight and eva... Starting materials: C(C)(=O)OC1=CC=C(C(=O)Cl)C=C1 (4-acetoxybenzoic acid chloride), C(CCCCCCCCCCC)O (dodecyl alcohol). The solvent is N1=CC=CC=C1 (pyridine). Yields the product C(C)(=O)OC1=CC=C(C(=O)OCCCCCCCCCCCC)C=C1 (dodecyl 4-acetoxybenzoate). The yield is 68.4%. RXN SMILES: [C:1]([O:4][C:5]1[CH:13]=[CH:12][C:8]([C:9](Cl)=[O:10])=[CH:7][CH:6]=1)(=[O:3])[CH3:2].[CH2:14]([OH:26])[CH2:15][CH2:16][CH2:17][CH2:18][CH2:19][CH2:20][CH2:21][CH2:22][CH2:23][CH2:24][CH3:25]>N1C=CC=CC=1>[C:1]([O:4][C:5]1[CH:13]=[CH:12][C:8]([C:9]([O:26][CH2:14][CH2:15][CH2:16][CH2:17][CH2:18][CH2:19][CH2:20][CH2:21][CH2:22][CH2:23][CH2:24][CH3:25])=[O:10])=[CH:7][CH:6]=1)(=[O:3])[CH3:2]. Procedure: In 10 ml of pyridine was dissolved 2.0 g of 4-acetoxybenzoic acid chloride, and 2.4 g of dodecyl alcohol was added to the solution. Reaction was carried out at room temperature with stirring. The reaction mixture was treated by customary procedures to obtain 2.4 g of dodecyl 4-acetoxybenzoate. In the same manner as described in Referential Example 13, the acetoxy group was selectively isolated to quantitatively obtain dodecyl 4-hydroxybenzoate. This ester was dissolved in 20 ml of pyridine and a... Reactants: NC1=C(C(=O)O)C=C(C=N1)Br (2-Amino-5-bromo-nicotinic acid), O=S(Cl)Cl (SOCl2), FC1=C(C=CC=C1)N (2-fluoro-phenylamine). The solvent is C1(=CC=CC=C1)C (toluene). Run at temperature 130 celsius, time 2 hour. Yields the product NC1=C(C(=O)NC2=C(C=CC=C2)F)C=C(C=N1)Br (2-amino-5-bromo-N-(2-fluorophenyl)nicotinamide). Isolated yield 69.9%. As a reaction SMILES: [NH2:1][C:2]1[N:10]=[CH:9][C:8]([Br:11])=[CH:7][C:3]=1[C:4]([OH:6])=O.O=S(Cl)Cl.[F:16][C:17]1[CH:22]=[CH:21][CH:20]=[CH:19][C:18]=1[NH2:23]>C1(C)C=CC=CC=1>[NH2:1][C:2]1[N:10]=[CH:9][C:8]([Br:11])=[CH:7][C:3]=1[C:4]([NH:23][C:18]1[CH:19]=[CH:20][CH:21]=[CH:22][C:17]=1[F:16])=[O:6]. Procedure details: A mixture of 2-Amino-5-bromo-nicotinic acid (1 g, 4.61 mmol) and SOCl2 (5 mL) in toluene (15 mL) was stirred at 130° C. for 2 h. After concentrated, the residue was dissolved in tetrahydrofuran (20 mL), and then 2-fluoro-phenylamine (1.09 g, 9.81 mmol) was added dropwise at 0° C. The reaction mixture was heated to 90° C. for 4 h. After being cooled to room temperature and quenched with saturated aqueous K2 CO3 (10 mL), the mixture was extracted with ethyl acetate (50 mL*3). The combined organic ... Starting materials: CC(C)(C)[Si](C)(C)OCC1CCN(C(=O)C(F)(F)F)C1, CCCC[N+](CCCC)(CCCC)CCCC, C1CCOC1, [F-]. The product is O=C(N1CCC(CO)C1)C(F)(F)F. RXN SMILES: [C:19]([Si:20]([CH3:21])([CH3:22])[O:24][CH2:25][CH:26]1[CH2:27][N:28]([C:31]([C:32]([F:33])([F:34])[F:35])=[O:36])[CH2:29][CH2:30]1)([CH3:23])([CH3:37])[CH3:38].[CH2:2]([N+:3]([CH2:4][CH2:5][CH2:6][CH3:7])([CH2:8][CH2:9][CH2:10][CH3:11])[CH2:12][CH2:13][CH2:14][CH3:15])[CH2:16][CH2:17][CH3:18].[CH2:39]1[O:40][CH2:41][CH2:42][CH2:43]1.[F-:1]>>[OH:24][CH2:25][CH:26]1[CH2:27][N:28]([C:31]([C:32]([F:33])([F:34])[F:35])=[O:36])[CH2:29][CH2:30]1. Starting materials: CSC1=NC=CC(=N1)C=1C(=NC=CC1)OC1=CC=C(C=C1)N (4-(3-(2-(methylthio)pyrimidin-4-yl)pyridin-2-yloxy) benzenamine), C(OC1=NC=CC=C1)(OC1=NC=CC=C1)=S (O,O-dipyridin-2-yl carbonothioate). Run in C(Cl)Cl (DCM), C(Cl)Cl (DCM). Conditions: time 18 hour. The product is N(=C=S)C1=CC=C(OC2=NC=CC=C2C2=NC(=NC=C2)SC)C=C1 (4-(2-(4-isothiocyanatophenoxy)pyridin-3-yl)-2-(methylthio)pyrimidine). Reaction SMILES: [CH3:1][S:2][C:3]1[N:8]=[C:7]([C:9]2[C:10]([O:15][C:16]3[CH:21]=[CH:20][C:19]([NH2:22])=[CH:18][CH:17]=3)=[N:11][CH:12]=[CH:13][CH:14]=2)[CH:6]=[CH:5][N:4]=1.[C:23](=[S:38])(OC1C=CC=CN=1)OC1C=CC=CN=1>C(Cl)Cl>[N:22]([C:19]1[CH:18]=[CH:17][C:16]([O:15][C:10]2[C:9]([C:7]3[CH:6]=[CH:5][N:4]=[C:3]([S:2][CH3:1])[N:8]=3)=[CH:14][CH:13]=[CH:12][N:11]=2)=[CH:21][CH:20]=1)=[C:23]=[S:38]. Procedure details: A dry 100 ml round bottom flask, under nitrogen, was charged with 4-(3-(2-(methylthio)pyrimidin-4-yl)pyridin-2-yloxy) benzenamine (1.72 g, 5.54 mmol), O,O-dipyridin-2-yl carbonothioate (1.35 g, 5.82 mmol), and DCM (37 ml, 0.15 M). The vessel was closed, kept under nitrogen, and mixture stirred at RT for 18 h. The reaction was diluted with 20 ml DCM and washed with water. The organic layer was collected, dried with Na2SO4, filtered, and concentrated to give 4-(2-(4-isothiocyanatophenoxy)pyridin-3... Reactants: FC1=CC=C(CN2C(N(CC2)C=2C=C(C(=O)OC)C=CN2)=O)C=C1 (methyl 2-(3-(4-fluorobenzyl)-2-oxoimidazolidin-1-yl)isonicotinate), C1(CC1)CN1C(N(CC1)C=1C=C(C(=O)OC)C=CN1)=O (methyl 2-(3-(cyclopropylmethyl)-2-oxoimidazolidin-1-yl)isonicotinate), N1=CC=C(C=C1)CN (pyridin-4-ylmethanamine). Yields the product C1(CC1)CN1C(N(CC1)C=1C=C(C(=O)NCC2=CC=NC=C2)C=CN1)=O (2-(3-(cyclopropylmethyl)-2-oxoimidazolidin-1-yl)-N-(pyridin-4-ylmethyl)isonicotinamide). Isolated yield 60.0%. As a reaction SMILES: FC1[CH:24]=[CH:23][C:5]([CH2:6][N:7]2[CH2:11][CH2:10][N:9]([C:12]3[CH:13]=[C:14]([CH:19]=[CH:20][N:21]=3)[C:15]([O:17]C)=O)[C:8]2=[O:22])=CC=1.C1(CN2CCN(C3C=C(C=CN=3)C(OC)=O)C2=O)CC1.[N:45]1[CH:50]=[CH:49][C:48]([CH2:51][NH2:52])=[CH:47][CH:46]=1>>[CH:5]1([CH2:6][N:7]2[CH2:11][CH2:10][N:9]([C:12]3[CH:13]=[C:14]([CH:19]=[CH:20][N:21]=3)[C:15]([NH:52][CH2:51][C:48]3[CH:49]=[CH:50][N:45]=[CH:46][CH:47]=3)=[O:17])[C:8]2=[O:22])[CH2:23][CH2:24]1. Procedure: Following the procedure as described in Example 15, making variations as required to replace methyl 2-(3-(4-fluorobenzyl)-2-oxoimidazolidin-1-yl)isonicotinate with methyl 2-(3-(cyclopropylmethyl)-2-oxoimidazolidin-1-yl)isonicotinate to react with pyridin-4-ylmethanamine, 2-(3-(cyclopropylmethyl)-2-oxoimidazolidin-1-yl)-N-(pyridin-4-ylmethyl)isonicotinamide was obtained as a colorless solid in 60% yield: mp 160-162° C.; 1H NMR (300 MHz, DMSO-d6) δ 8.7-8.52 (m, 3H), 8.37 (d, J=5.1 Hz, 1H), 7.39 (d...